The task is: describe an organic reaction: reactants, conditions, products, and yield. This data is from the Open Reaction Database (ORD), a public repository of structured organic reaction records. Starting materials: C(C)(=O)C=1OC=CC1 (2-acetylfuran), C(CO)O (ethylene glycol), ptoluenesulfonic acid monohydrate, C(OCC)(OCC)OCC (triethyl orthoformate), C(C)(=O)OCC (ethyl acetate). Solvent: O (water). The product is CC1(OCCO1)C=1OC=CC1 (2-(2-methyl-1,3-dioxolan-2-yl)-furan). Yield: 46.4%. As a reaction SMILES: [C:1]([C:4]1[O:5][CH:6]=[CH:7][CH:8]=1)(=[O:3])[CH3:2].[CH2:9](O)[CH2:10][OH:11].C(OCC)(OCC)OCC.C(OCC)(=O)C>O>[CH3:2][C:1]1([C:4]2[O:5][CH:6]=[CH:7][CH:8]=2)[O:11][CH2:10][CH2:9][O:3]1. Procedure details: A mixture of 4 mL (139.6 mmol) 2-acetylfuran, 8.7 mL (156 mmol) of ethylene glycol, 198 mg (1 mmol) of ptoluenesulfonic acid monohydrate, and 22 mL (132.3 mmol) of triethyl orthoformate was reacted at room temperature under N2 for 3 days. The reaction mixture was poured into a mixture of ethyl acetate (100 mL) and water (100 mL). The aqueous layer was extracted with ethyl acetate (3×50 mL), and the combined organic layer was washed with water (100 mL), sodium bicarbonate solution (150 mL), and b... Starting materials: ClC1=NC=C(C2=CC(=CC=C12)S(=O)(=O)N(C1=NC=NC=C1)CC1=CC=C(C=C1)OC)F (1-chloro-4-fluoro-N-(4-methoxybenzyl)-N-(pyrimidin-4-yl)isoquinoline-6-sulfonamide), COC1=C(C=CC(=C1)C(F)(F)F)B(O)O ((2-methoxy-4-(trifluoromethyl)phenyl)boronic acid). The product is FC1=CN=C(C2=CC=C(C=C12)S(=O)(=O)NC1=NC=NC=C1)C1=C(C=C(C=C1)C(F)(F)F)OC (4-fluoro-1-(2-methoxy-4-(trifluoromethyl)phenyl)-N-(pyrimidin-4-yl)isoquinoline-6-sulfonamide). As a reaction SMILES: Cl[C:2]1[C:11]2[C:6](=[CH:7][C:8]([S:12]([N:15](CC3C=CC(OC)=CC=3)[C:16]3[CH:21]=[CH:20][N:19]=[CH:18][N:17]=3)(=[O:14])=[O:13])=[CH:9][CH:10]=2)[C:5]([F:31])=[CH:4][N:3]=1.[CH3:32][O:33][C:34]1[CH:39]=[C:38]([C:40]([F:43])([F:42])[F:41])[CH:37]=[CH:36][C:35]=1B(O)O>>[F:31][C:5]1[C:6]2[C:11](=[CH:10][CH:9]=[C:8]([S:12]([NH:15][C:16]3[CH:21]=[CH:20][N:19]=[CH:18][N:17]=3)(=[O:14])=[O:13])[CH:7]=2)[C:2]([C:35]2[CH:36]=[CH:37][C:38]([C:40]([F:43])([F:42])[F:41])=[CH:39][C:34]=2[O:33][CH3:32])=[N:3][CH:4]=1. Procedure: Example 216 was synthesized in a similar manner to Example 212, except that 1-chloro-4-fluoro-N-(4-methoxybenzyl)-N-(pyrimidin-4-yl)isoquinoline-6-sulfonamide (Intermediate QQQ) and (2-methoxy-4-(trifluoromethyl)phenyl)boronic acid were used as the coupling partners. The final compound was purified via column chromatography (12 g silica gel column, gradient elution 25 to 100% EtOAc:Heptane) to afford 4-fluoro-1-(2-methoxy-4-(trifluoromethyl)phenyl)-N-(pyrimidin-4-yl)isoquinoline-6-sulfonamide as... The reactants are ClC1=NC=2N(N=C3C=CC(=CC23)F)C=C1C1=CC=CC=C1 (2-Chloro-9-fluoro-3-phenylpyrimido[1,2-b]indazole), C(C)(C)(C)OC(NC1(CCC1)C1=CC=C(C=C1)B1OC(C(O1)(C)C)(C)C)=O ({1-[4-(4,4,5,5-tetramethyl-1,3,2-dioxaborolan-2-yl)phenyl]cyclobutyl}carbamic acid tert-butyl ester), C([O-])([O-])=O.[Na+].[Na+] (sodium carbonate). The reagents and catalysts are C1=CC=C(C=C1)P(C2=CC=CC=C2)[C]3[CH][CH][CH][CH]3.C1=CC=C(C=C1)P(C2=CC=CC=C2)[C]3[CH][CH][CH][CH]3.Cl[Pd]Cl.[Fe] (1,1 bis(diphenylphosphino)ferrocenedichloropalladium(II)). Solvent: COCCOC (1,2 dimethoxyethane). Conditions: temperature 100 celsius. Yields the product C(C)(C)(C)OC(NC1(CCC1)C1=CC=C(C=C1)C1=NC=2N(N=C3C=CC(=CC23)F)C=C1C1=CC=CC=C1)=O ({1-[4-(9-Fluoro-3-phenylpyrimido[1,2-b]indazol-2-yl)phenyl]cyclobutyl}-carbamic acid tert-butyl ester). As a reaction SMILES: Cl[C:2]1[C:15]([C:16]2[CH:21]=[CH:20][CH:19]=[CH:18][CH:17]=2)=[CH:14][N:5]2[N:6]=[C:7]3[C:12]([CH:11]=[C:10]([F:13])[CH:9]=[CH:8]3)=[C:4]2[N:3]=1.[C:22]([O:26][C:27](=[O:48])[NH:28][C:29]1([C:33]2[CH:38]=[CH:37][C:36](B3OC(C)(C)C(C)(C)O3)=[CH:35][CH:34]=2)[CH2:32][CH2:31][CH2:30]1)([CH3:25])([CH3:24])[CH3:23].C(=O)([O-])[O-].[Na+].[Na+]>COCCOC.C1C=CC(P([C]2[CH][CH][CH][CH]2)C2C=CC=CC=2)=CC=1.C1C=CC(P([C]2[CH][CH][CH][CH]2)C2C=CC=CC=2)=CC=1.Cl[Pd]Cl.[Fe]>[C:22]([O:26][C:27](=[O:48])[NH:28][C:29]1([C:33]2[CH:34]=[CH:35][C:36]([C:2]3[C:15]([C:16]4[CH:21]=[CH:20][CH:19]=[CH:18][CH:17]=4)=[CH:14][N:5]4[N:6]=[C:7]5[C:12]([CH:11]=[C:10]([F:13])[CH:9]=[CH:8]5)=[C:4]4[N:3]=3)=[CH:37][CH:38]=2)[CH2:30][CH2:31][CH2:32]1)([CH3:25])([CH3:23])[CH3:24] |f:2.3.4,6.7.8.9,^1:65,66,67,68,69,83,84,85,86,87|. Reported procedure: To 620 mg (2.1 mmol) 2-Chloro-9-fluoro-3-phenylpyrimido[1,2-b]indazole (intermediate example Int-1-0) and 1.1 g (2.9 mmol) {1-[4-(4,4,5,5-tetramethyl-1,3,2-dioxaborolan-2-yl)phenyl]cyclobutyl}carbamic acid tert-butyl ester in 7.2 mL 1,2 dimethoxyethane were added 3.8 mL aqueous sodium carbonate (10%) and 170 mg (0.2 mmol) 1,1 bis(diphenylphosphino)ferrocenedichloropalladium(II). The reaction mixture was stirred for 30′ in the microwave at 100° C. and subsequently evaporated to dryness. The resid... The reactants are FC(C1=CC=C(C=C1)C1=C(C=NO1)C(=O)O)(F)F (5-(4-trifluoromethylphenyl)isoxazole-4-carboxylic acid), COC[C@H]1NCCC1 ((S)-2-methoxymethyl-pyrrolidine). The product is COC[C@H]1N(CCC1)C(=O)C=1C=NOC1C1=CC=C(C=C1)C(F)(F)F (4-{[(2S)-2-(Methoxymethyl)pyrrolidin-1-yl]carbonyl}-5-[4-(trifluoromethyl)phenyl]isoxazole), solid. Reaction SMILES: [F:1][C:2]([F:18])([F:17])[C:3]1[CH:8]=[CH:7][C:6]([C:9]2[O:13][N:12]=[CH:11][C:10]=2[C:14]([OH:16])=O)=[CH:5][CH:4]=1.[CH3:19][O:20][CH2:21][C@@H:22]1[CH2:26][CH2:25][CH2:24][NH:23]1>>[CH3:19][O:20][CH2:21][C@@H:22]1[CH2:26][CH2:25][CH2:24][N:23]1[C:14]([C:10]1[CH:11]=[N:12][O:13][C:9]=1[C:6]1[CH:5]=[CH:4][C:3]([C:2]([F:1])([F:18])[F:17])=[CH:8][CH:7]=1)=[O:16]. Reported procedure: The title compound was prepared from 5-(4-trifluoromethylphenyl)isoxazole-4-carboxylic acid (12.9 mg, 0.050 mmol) and (S)-2-methoxymethyl-pyrrolidine (6.9 mg, 0.060 mmol) as described in synthetic method C and thereafter purified by preparative HPLC method B to give a solid (12.8 mg). Calcd for C17H17F3N2O3: 354.1191, found 354.1189.